The task is: describe an organic reaction: reactants, conditions, products, and yield. This data is from the Open Reaction Database (ORD), a public repository of structured organic reaction records. Reactants: C1(CCCC1)C1(C(C2=C(C(=C(C=C2C1)S)Cl)Cl)=O)C (2-cyclopentyl-2-methyl-5-mercapto-6,7-dichloro-1-indanone), C([O-])([O-])=O.[K+].[K+] (potassium carbonate), BrCC(=O)OCC (ethyl bromoacetate). Run in CN(C)C=O (DMF). Product: O=C1C(CC2=CC(=C(C(=C12)Cl)Cl)SCC(=O)O)(C)C1CCCC1 ((1-Oxo-2-cyclopentyl-2-methyl-6,7-dichloro-5-indanylthio)acetic acid). Reaction SMILES: [CH:1]1([C:6]2([CH3:19])[CH2:14][C:13]3[C:8](=[C:9]([Cl:17])[C:10]([Cl:16])=[C:11]([SH:15])[CH:12]=3)[C:7]2=[O:18])[CH2:5][CH2:4][CH2:3][CH2:2]1.C(=O)([O-])[O-].[K+].[K+].Br[CH2:27][C:28]([O:30]CC)=[O:29]>CN(C=O)C>[O:18]=[C:7]1[C:8]2[C:13](=[CH:12][C:11]([S:15][CH2:27][C:28]([OH:30])=[O:29])=[C:10]([Cl:16])[C:9]=2[Cl:17])[CH2:14][C:6]1([CH:1]1[CH2:2][CH2:3][CH2:4][CH2:5]1)[CH3:19] |f:1.2.3|. Procedure details: (1-Oxo-2-cyclopentyl-2-methyl-6,7-dichloro-5-indanylthio)acetic acid is prepared following substantially the same procedure described in Example 10, Step F, using the following substances: 2-cyclopentyl-2-methyl-5-mercapto-6,7-dichloro-1-indanone (3.47 g., 0.01 mole), DMF (40 ml.), potassium carbonate (2.78 g., 0.02 mole) and ethyl bromoacetate (2.9 g., 0.02 mole). The reactants are CC(=O)O, c1ccc(CNCc2ccccc2)cc1, CCOC(=O)C1CC(=O)CC1CC, [Na+], O=C([O-])O. The product is CCOC(=O)C1CC(N(Cc2ccccc2)Cc2ccccc2)CC1CC. RXN SMILES: [C:14]([OH:15])(=[O:16])[CH3:17].[CH2:18]([c:19]1[cH:20][cH:21][cH:22][cH:23][cH:24]1)[NH:25][CH2:26][c:27]1[cH:28][cH:29][cH:30][cH:31][cH:32]1.[CH2:1]([CH3:2])[CH:3]1[CH:4]([C:9](=[O:10])[O:11][CH2:12][CH3:13])[CH2:5][C:6](=[O:8])[CH2:7]1.[Na+:37].[O-:33][C:34]([OH:35])=[O:36]>>[CH2:1]([CH3:2])[CH:3]1[CH:4]([C:9](=[O:10])[O:11][CH2:12][CH3:13])[CH2:5][CH:6]([N:25]([CH2:18][c:19]2[cH:20][cH:21][cH:22][cH:23][cH:24]2)[CH2:26][c:27]2[cH:28][cH:29][cH:30][cH:31][cH:32]2)[CH2:7]1.